The task is: describe an organic reaction: reactants, conditions, products, and yield. This data is from the Open Reaction Database (ORD), a public repository of structured organic reaction records. Reaction SMILES: [Br:1][C:2]1[CH:3]=[CH:4][C:5]([N:16]2[C:20]([CH3:21])=[N:19][N:18]=[C:17]2[CH2:22]O)=[C:6]([CH:15]=1)[C:7]([C:9]1[CH:14]=[CH:13][CH:12]=[CH:11][CH:10]=1)=[O:8].P(Br)(Br)[Br:25]>C(Cl)(Cl)Cl>[Br:1][C:2]1[CH:3]=[CH:4][C:5]([N:16]2[C:20]([CH3:21])=[N:19][N:18]=[C:17]2[CH2:22][Br:25])=[C:6]([CH:15]=1)[C:7]([C:9]1[CH:14]=[CH:13][CH:12]=[CH:11][CH:10]=1)=[O:8]. Reactants: BrC=1C=CC(=C(C(=O)C2=CC=CC=C2)C1)N1C(=NN=C1C)CO (5-bromo-2-[3-(hydroxymethyl)-5-methyl-4H-1,2,4-triazol-4-yl]benzophenone), P(Br)(Br)Br (phosphorus tribromide). Product: BrC=1C=CC(=C(C(=O)C2=CC=CC=C2)C1)N1C(=NN=C1C)CBr (5-bromo-2-[3-(bromomethyl)-5-methyl-4H-1,2,4-triazol-4-yl]benzophenone). Procedure details: In the manner given in Example 5, 5-bromo-2-[3-(hydroxymethyl)-5-methyl-4H-1,2,4-triazol-4-yl]benzophenone is treated with phosphorus tribromide in chloroform to give 5-bromo-2-[3-(bromomethyl)-5-methyl-4H-1,2,4-triazol-4-yl]benzophenone. The solvent is C(Cl)(Cl)Cl (chloroform). Reactants: CC1=C(C=NN1C1=CC=C(C=C1)C(F)(F)F)C(=O)Cl (5-methyl-1-(4-trifluoromethylphenyl)pyrazole-4-carboxylic chloride), NC=1C=CC(=C(C#N)C1)OCCCN1CCOCC1 (5-amino-2-(3-morpholinopropoxy)benzonitrile). The product is C(#N)C=1C=C(C=CC1OCCCN1CCOCC1)NC(=O)C=1C=NN(C1C)C1=CC=C(C=C1)C(F)(F)F (N-[3-Cyano-4-(3-morpholinopropoxy) phenyl]-5-methyl-1-(4-trifluoromethylphenyl)pyrazole-4-carboxamide). Yield: 42.4%. RXN SMILES: [CH3:1][C:2]1[N:6]([C:7]2[CH:12]=[CH:11][C:10]([C:13]([F:16])([F:15])[F:14])=[CH:9][CH:8]=2)[N:5]=[CH:4][C:3]=1[C:17](Cl)=[O:18].[NH2:20][C:21]1[CH:22]=[CH:23][C:24]([O:29][CH2:30][CH2:31][CH2:32][N:33]2[CH2:38][CH2:37][O:36][CH2:35][CH2:34]2)=[C:25]([CH:28]=1)[C:26]#[N:27]>>[C:26]([C:25]1[CH:28]=[C:21]([NH:20][C:17]([C:3]2[CH:4]=[N:5][N:6]([C:7]3[CH:12]=[CH:11][C:10]([C:13]([F:16])([F:15])[F:14])=[CH:9][CH:8]=3)[C:2]=2[CH3:1])=[O:18])[CH:22]=[CH:23][C:24]=1[O:29][CH2:30][CH2:31][CH2:32][N:33]1[CH2:38][CH2:37][O:36][CH2:35][CH2:34]1)#[N:27]. Procedure: By the reaction and treatment in the same manner as in Example 150 using 5-methyl-1-(4-trifluoromethylphenyl)pyrazole-4-carboxylic chloride (1.0 g) synthesized according to Starting Material Synthesis Example 88 and 5-amino-2-(3-morpholinopropoxy)benzonitrile (0.9 g), the title compound (0.75 g) was obtained, melting point: 172–174° C. Reactants: C, Cc1c(C)c(N2CCN(Cc3ccccc3)CC2)c(C)c2c1OC(C)(C)C2c1ccc(F)nc1, CO, O=C[O-], [NH4+], [Pd]. Product: Cc1c(C)c(N2CCNCC2)c(C)c2c1OC(C)(C)C2c1ccc(F)nc1. RXN SMILES: [C:41].[CH2:1]([c:2]1[cH:3][cH:4][cH:5][cH:6][cH:7]1)[N:8]1[CH2:9][CH2:10][N:11]([c:14]2[c:15]([CH3:34])[c:16]([CH3:33])[c:17]3[c:18]([c:31]2[CH3:32])[CH:19]([c:24]2[cH:25][n:26][c:27]([F:30])[cH:28][cH:29]2)[C:20]([CH3:22])([CH3:23])[O:21]3)[CH2:12][CH2:13]1.[CH3:39][OH:40].[CH:35]([O-:36])=[O:37].[NH4+:38].[Pd:42]>>[NH:8]1[CH2:9][CH2:10][N:11]([c:14]2[c:15]([CH3:34])[c:16]([CH3:33])[c:17]3[c:18]([c:31]2[CH3:32])[CH:19]([c:24]2[cH:25][n:26][c:27]([F:30])[cH:28][cH:29]2)[C:20]([CH3:22])([CH3:23])[O:21]3)[CH2:12][CH2:13]1. Reactants: OC[C@H]1CCC(=O)O1 ((R)-4-(hydroxymethyl)-4-butyrolactone), [Si](C)(C)(C(C)(C)C)Cl (tert-butyldimethylsilyl chloride). The reagents and catalysts are N1C=NC=C1 (imidazole). Run in C(Cl)Cl (methylene chloride). The product is [Si](C)(C)(C(C)(C)C)OC[C@H]1CCC(=O)O1 ((R)-4-([(tert-butyldimethylsilyl)oxy]methyl)-4-butyrolactone). Reaction SMILES: [OH:1][CH2:2][C@@H:3]1[O:8][C:6](=[O:7])[CH2:5][CH2:4]1.[Si:9](Cl)([C:12]([CH3:15])([CH3:14])[CH3:13])([CH3:11])[CH3:10]>C(Cl)Cl.N1C=CN=C1>[Si:9]([O:1][CH2:2][C@@H:3]1[O:8][C:6](=[O:7])[CH2:5][CH2:4]1)([C:12]([CH3:15])([CH3:14])[CH3:13])([CH3:11])[CH3:10]. Procedure: The methodology of Taniguchi et al. (Tetrahedron, 30, 3532, 1974) and Farina et al. (Tetrahedron Lett., 29, 1239, 1988) for the syntheses of D-ribose derivatives provided a model for our synthetic approach to the syntheses of the corresponding L-ribose derivatives. Nitrous acid deamination of D-glutamic acid (1) gave lactone 2, which was then converted to the corresponding ester 3 by treatment of compound 2, with ethanol and catalytic amount of p-toluenesulfonic acid (See Scheme 1). Reduction of... The reactants are S1C(CCCCC(=O)O)C[C@H]2[C@@H]1C[C@H]([C@@H]2\C=C\[C@H](CCCCC)OC2OCCCC2)OC2OCCCC2 ((13E)-(6RS,9α,11α,15S)-6,9-epithio-11,15-bis(tetrahydropyran-2-yloxy)prost-13-enoic acid), C(CCCCCCCCCCCCCCCCC)(=O)OCC(COC(CCCCCCCCCCCCCCCCC)=O)O (1,3-bisstearoyloxy-2-propanol), S1C(CCCCC(=O)O)C[C@H]2[C@@H]1C[C@H]([C@@H]2\C=C\[C@H](CCCCC)O)O ((13E)-(6RS,9α,11α,15S)-6,9-epithio-11,15-dihydroxyprost-13-enoic acid), tetrahydropyran-2-ylation, N1=C(C=CC=C1)SSC1=NC=CC=C1 (dipyridyl disulphide), C1(=CC=CC=C1)P(C1=CC=CC=C1)C1=CC=CC=C1 (triphenylphosphine). The solvent is C=1(C(=CC=CC1)C)C (xylene), O (water). Run at time 2 hour. Yields the product C(CCCCCCCCCCCCCCCCC)(=O)OCC(COC(CCCCCCCCCCCCCCCCC)=O)OC(CCCCC1C[C@H]2[C@H](C[C@H]([C@@H]2\C=C\[C@H](CCCCC)OC2OCCCC2)OC2OCCCC2)S1)=O ((13E)-(6RS,9α,11α,15S)-6,9-epithio-11,15-bis(tetrahydropyran-2-yloxy)prost-13-enoic acid 1,3-bisstearoyloxy-2-propyl ester). The yield is 19.7%. RXN SMILES: [S:1]1[C@H:12]2[CH2:13][C@@H:14]([O:31][CH:32]3[CH2:37][CH2:36][CH2:35][CH2:34][O:33]3)[C@H:15](/[CH:16]=[CH:17]/[C@@H:18]([O:24][CH:25]3[CH2:30][CH2:29][CH2:28][CH2:27][O:26]3)[CH2:19][CH2:20][CH2:21][CH2:22][CH3:23])[C@H:11]2[CH2:10][CH:2]1[CH2:3][CH2:4][CH2:5][CH2:6][C:7]([OH:9])=[O:8].S1[C@H]2C[C@@H](O)[C@H](/C=C/[C@@H](O)CCCCC)[C@H]2CC1CCCCC(O)=O.[C:63]([O:82][CH2:83][CH:84](O)[CH2:85][O:86][C:87](=[O:105])[CH2:88][CH2:89][CH2:90][CH2:91][CH2:92][CH2:93][CH2:94][CH2:95][CH2:96][CH2:97][CH2:98][CH2:99][CH2:100][CH2:101][CH2:102][CH2:103][CH3:104])(=[O:81])[CH2:64][CH2:65][CH2:66][CH2:67][CH2:68][CH2:69][CH2:70][CH2:71][CH2:72][CH2:73][CH2:74][CH2:75][CH2:76][CH2:77][CH2:78][CH2:79][CH3:80].N1C=CC=CC=1SSC1C=CC=CN=1.C1(P(C2C=CC=CC=2)C2C=CC=CC=2)C=CC=CC=1>O.C1(C)C(C)=CC=CC=1>[C:63]([O:82][CH2:83][CH:84]([O:8][C:7](=[O:9])[CH2:6][CH2:5][CH2:4][CH2:3][CH:2]1[S:1][C@H:12]2[CH2:13][C@@H:14]([O:31][CH:32]3[CH2:37][CH2:36][CH2:35][CH2:34][O:33]3)[C@H:15](/[CH:16]=[CH:17]/[C@@H:18]([O:24][CH:25]3[CH2:30][CH2:29][CH2:28][CH2:27][O:26]3)[CH2:19][CH2:20][CH2:21][CH2:22][CH3:23])[C@H:11]2[CH2:10]1)[CH2:85][O:86][C:87](=[O:105])[CH2:88][CH2:89][CH2:90][CH2:91][CH2:92][CH2:93][CH2:94][CH2:95][CH2:96][CH2:97][CH2:98][CH2:99][CH2:100][CH2:101][CH2:102][CH2:103][CH3:104])(=[O:81])[CH2:64][CH2:65][CH2:66][CH2:67][CH2:68][CH2:69][CH2:70][CH2:71][CH2:72][CH2:73][CH2:74][CH2:75][CH2:76][CH2:77][CH2:78][CH2:79][CH3:80]. Procedure details: Under an atmosphere of nitrogen, a mixture of 122 mg of (13E)-(6RS,9α,11α,15S)-6,9-epithio-11,15-bis(tetrahydropyran-2-yloxy)prost-13-enoic acid [prepared from (13E)-(6RS,9α,11α,15S)-6,9-epithio-11,15-dihydroxyprost-13-enoic acid (prepared as described in Example 2) by the tetrahydropyran-2-ylation procedure described in Reference Example 1], 143 mg of 1,3-bisstearoyloxy-2-propanol, prepared as described above, 75 mg of dipyridyl disulphide, 90 mg of triphenylphosphine and 3 ml of xylene was sti...